This data is from the Open Reaction Database (ORD), a public repository of structured organic reaction records. The task is: describe an organic reaction: reactants, conditions, products, and yield Reported procedure: A mixture of 6-chloro-N-(4-(chlorodifluoromethoxy)phenyl)-5-(1-(tetrahydro-2H-pyran-2-yl)-1H-pyrazol-5-yl)nicotinamide (Stage 48.2, 500 mg, 1.035 mmol), 3-methylpyrrolidin-3-ol hydrochloride (244 mg, 1.77 mmol), DIPEA (0.723 mL, 4.14 mmol) and iPrOH (1.4 mL) in a MW vial was subjected to MW irradiation at 140° C. for 1.5 h. The cooled mixture was treated with aqueous HCl (37%) and MeOH (2 mL) and stirred for 1 h. The mixture was basified with sat. aq. NaHCO3, extracted with EtOAc and the combine... Conditions: time 1 hour. Yields the product ClC(OC1=CC=C(C=C1)NC(C1=CN=C(C(=C1)C1=CC=NN1)N1CC(CC1)(C)O)=O)(F)F (N-(4-(Chlorodifluoromethoxy)phenyl)-6-(3-hydroxy-3-methylpyrrolidin-1-yl)-5-(1H-pyrazol-5-yl)nicotinamide). Run in CO (MeOH), CC(C)O (iPrOH). RXN SMILES: Cl[C:2]1[C:21]([C:22]2[N:26](C3CCCCO3)[N:25]=[CH:24][CH:23]=2)=[CH:20][C:5]([C:6]([NH:8][C:9]2[CH:14]=[CH:13][C:12]([O:15][C:16]([Cl:19])([F:18])[F:17])=[CH:11][CH:10]=2)=[O:7])=[CH:4][N:3]=1.Cl.[CH3:34][C:35]1([OH:40])[CH2:39][CH2:38][NH:37][CH2:36]1.CCN(C(C)C)C(C)C.Cl.C([O-])(O)=O.[Na+]>CO.CC(O)C>[Cl:19][C:16]([F:18])([F:17])[O:15][C:12]1[CH:11]=[CH:10][C:9]([NH:8][C:6](=[O:7])[C:5]2[CH:20]=[C:21]([C:22]3[NH:26][N:25]=[CH:24][CH:23]=3)[C:2]([N:37]3[CH2:38][CH2:39][C:35]([OH:40])([CH3:34])[CH2:36]3)=[N:3][CH:4]=2)=[CH:14][CH:13]=1 |f:1.2,5.6|. Reactants: Cl (HCl), C(=O)(O)[O-].[Na+] (NaHCO3), ClC1=NC=C(C(=O)NC2=CC=C(C=C2)OC(F)(F)Cl)C=C1C1=CC=NN1C1OCCCC1 (6-chloro-N-(4-(chlorodifluoromethoxy)phenyl)-5-(1-(tetrahydro-2H-pyran-2-yl)-1H-pyrazol-5-yl)nicotinamide), Cl.CC1(CNCC1)O (3-methylpyrrolidin-3-ol hydrochloride), CCN(C(C)C)C(C)C (DIPEA). The product is COc1ccc(-c2ccc3cc(O)ccc3c2Oc2ccc(OCCCCS(=O)CCCC(F)(F)C(F)(F)F)cc2)cc1. Starting materials: COc1ccc(-c2ccc3cc(O)ccc3c2Oc2ccc(OCCCCSCCCC(F)(F)C(F)(F)F)cc2)cc1, CO, [O-][I+3]([O-])([O-])[O-], [Na+], O. RXN SMILES: [CH3:1][O:2][c:3]1[cH:4][cH:5][c:6](-[c:9]2[c:10]([O:20][c:21]3[cH:22][cH:23][c:24]([O:27][CH2:28][CH2:29][CH2:30][CH2:31][S:32][CH2:33][CH2:34][CH2:35][C:36]([C:37]([F:38])([F:39])[F:40])([F:41])[F:42])[cH:25][cH:26]3)[c:11]3[cH:12][cH:13][c:14]([OH:19])[cH:15][c:16]3[cH:17][cH:18]2)[cH:7][cH:8]1.[CH3:49][OH:50].[I+3:43]([O-:44])([O-:45])([O-:46])[O-:47].[Na+:48].[OH2:51]>>[CH3:1][O:2][c:3]1[cH:4][cH:5][c:6](-[c:9]2[c:10]([O:20][c:21]3[cH:22][cH:23][c:24]([O:27][CH2:28][CH2:29][CH2:30][CH2:31][S:32]([CH2:33][CH2:34][CH2:35][C:36]([C:37]([F:38])([F:39])[F:40])([F:41])[F:42])=[O:44])[cH:25][cH:26]3)[c:11]3[cH:12][cH:13][c:14]([OH:19])[cH:15][c:16]3[cH:17][cH:18]2)[cH:7][cH:8]1.